From a dataset of the Open Reaction Database (ORD), a public repository of structured organic reaction records. describe an organic reaction: reactants, conditions, products, and yield The reactants are OC1=C(C(=CC2=C1[C@@]1(C(C3=CC=4C(C(=CC(C4C(=C3C([C@@]1([C@@H](C2)O)OC)=O)O)=O)NC2O[C@H]([C@@H]([C@H]([C@H]2OC)O)OC)C)=O)=O)O)C)C(=O)O ((6R,6aS,14aR)-1,6,8,14a-tetrahydroxy-11-((3R,4R,5R,6S)-4-hydroxy-3,5-dimethoxy-6-methyltetrahydro-2H-pyran-2-ylamino)-6a-methoxy-3-methyl-7,9,12,14-tetraoxo-5,6,6a,7,9,12,14,14a-octahydrobenzo[a]tetracene-2-carboxylic acid), NC=1C=NC=CC1 (3-aminopyridine), polystyrene carbodiimide, O.ON1N=NC2=C1C=CC=C2 (1-hydroxybenzotriazole hydrate). The solvent is C1CCOC1 (THF). Run at time 12 hour. Product: OC1=C(C(=CC2=C1[C@@]1(C(C3=CC=4C(C(=CC(C4C(=C3C([C@@]1([C@@H](C2)O)OC)=O)O)=O)NC2O[C@H]([C@@H]([C@H]([C@H]2OC)O)OC)C)=O)=O)O)C)C(=O)NC=2C=NC=CC2 ((6R,6aS,14aR)-1,6,8,14a-tetrahydroxy-11-((3R,4R,5R,6S)-4-hydroxy-3,5-dimethoxy-6-methyltetrahydro-2H-pyran-2-ylamino)-6a-methoxy-3-methyl-7,9,12,14-tetraoxo-N-(pyridin-3-yl)-5,6,6a,7,9,12,14,14a-octahydrobenzo[a]tetracene-2-carboxamide). The yield is 9.0%. RXN SMILES: [OH:1][C:2]1[C:7]2[C@@:8]3([OH:45])[C@@:21]([O:25][CH3:26])([C@H:22]([OH:24])[CH2:23][C:6]=2[CH:5]=[C:4]([CH3:46])[C:3]=1[C:47](O)=[O:48])[C:20](=[O:27])[C:19]1[C:10](=[CH:11][C:12]2[C:13](=[O:43])[C:14]([NH:30][CH:31]4[C@H:36]([O:37][CH3:38])[C@H:35]([OH:39])[C@@H:34]([O:40][CH3:41])[C@H:33]([CH3:42])[O:32]4)=[CH:15][C:16](=[O:29])[C:17]=2[C:18]=1[OH:28])[C:9]3=[O:44].[NH2:50][C:51]1[CH:52]=[N:53][CH:54]=[CH:55][CH:56]=1.O.ON1C2C=CC=CC=2N=N1>C1COCC1>[OH:1][C:2]1[C:7]2[C@@:8]3([OH:45])[C@@:21]([O:25][CH3:26])([C@H:22]([OH:24])[CH2:23][C:6]=2[CH:5]=[C:4]([CH3:46])[C:3]=1[C:47]([NH:50][C:51]1[CH:52]=[N:53][CH:54]=[CH:55][CH:56]=1)=[O:48])[C:20](=[O:27])[C:19]1[C:10](=[CH:11][C:12]2[C:13](=[O:43])[C:14]([NH:30][CH:31]4[C@H:36]([O:37][CH3:38])[C@H:35]([OH:39])[C@@H:34]([O:40][CH3:41])[C@H:33]([CH3:42])[O:32]4)=[CH:15][C:16](=[O:29])[C:17]=2[C:18]=1[OH:28])[C:9]3=[O:44] |f:2.3|. Reported procedure: To a solution of (6R,6aS,14aR)-1,6,8,14a-tetrahydroxy-11-((3R,4R,5R,6S)-4-hydroxy-3,5-dimethoxy-6-methyltetrahydro-2H-pyran-2-ylamino)-6a-methoxy-3-methyl-7,9,12,14-tetraoxo-5,6,6a,7,9,12,14,14a-octahydrobenzo[a]tetracene-2-carboxylic acid (50 mg, 0.073 mmol) in THF (5 mL) were added 3-aminopyridine (14 mg, 0.15 mmol), polystyrene carbodiimide (130 mg, 0.147 mmol, 1.12 mmol/g), and 1-hydroxybenzotriazole hydrate (20 mg, 0.15 mmol). The reaction mixture was stirred at room temperature under nitro... Reactants: NCC1CCOCC1 (4-aminomethyl-tetrahydropyran), C(C)(C)(C)OC(=O)N1[C@H](CN(CC1)C(=O)C1=C(C(=C2C=CC=CN12)C1=CC=CC=C1)CC1=C(C(=CC=C1)F)C)CC(=O)O ({(S)-1-tert-Butoxycarbonyl-4-[2-(3-fluoro-2-methyl-benzyl)-1-phenyl-indolizine-3-carbonyl]-piperazin-2-yl}-acetic acid), CN(C)C(=[N+](C)C)ON1C2=C(C=CC=C2)N=N1.[B-](F)(F)(F)F (TBTU). Run in O (water). Reaction conditions: time 18 hour. The product is C(C)(C)(C)OC(=O)N1[C@H](CN(CC1)C(=O)C1=C(C(=C2C=CC=CN12)C1=CC=CC=C1)CC1=C(C(=CC=C1)F)C)CC(NCC1CCOCC1)=O ((S)-4-[2-(3-Fluoro-2-methyl-benzyl)-1-phenyl-indolizine-3-carbonyl]-2-{[(tetrahydropyran-4-ylmethyl)-carbamoyl]-methyl}-piperazine-1-carboxylic acid tert-butyl ester). Yield: 63.5%. Reaction SMILES: [NH2:1][CH2:2][CH:3]1[CH2:8][CH2:7][O:6][CH2:5][CH2:4]1.[C:9]([O:13][C:14]([N:16]1[CH2:21][CH2:20][N:19]([C:22]([C:24]2[N:32]3[C:27]([CH:28]=[CH:29][CH:30]=[CH:31]3)=[C:26]([C:33]3[CH:38]=[CH:37][CH:36]=[CH:35][CH:34]=3)[C:25]=2[CH2:39][C:40]2[CH:45]=[CH:44][CH:43]=[C:42]([F:46])[C:41]=2[CH3:47])=[O:23])[CH2:18][C@@H:17]1[CH2:48][C:49](O)=[O:50])=[O:15])([CH3:12])([CH3:11])[CH3:10].CN(C(ON1N=NC2C=CC=CC1=2)=[N+](C)C)C.[B-](F)(F)(F)F>O>[C:9]([O:13][C:14]([N:16]1[CH2:21][CH2:20][N:19]([C:22]([C:24]2[N:32]3[C:27]([CH:28]=[CH:29][CH:30]=[CH:31]3)=[C:26]([C:33]3[CH:34]=[CH:35][CH:36]=[CH:37][CH:38]=3)[C:25]=2[CH2:39][C:40]2[CH:45]=[CH:44][CH:43]=[C:42]([F:46])[C:41]=2[CH3:47])=[O:23])[CH2:18][C@@H:17]1[CH2:48][C:49](=[O:50])[NH:1][CH2:2][CH:3]1[CH2:8][CH2:7][O:6][CH2:5][CH2:4]1)=[O:15])([CH3:11])([CH3:12])[CH3:10] |f:2.3|. Procedure: To a stirred, ice-cold solution of 4-aminomethyl-tetrahydropyran (0.047 g, 0.40 mmol), EDIA (0.19 ml, 1.08 mmol) and the compound of step 2 (0.190 g, 0.27 mmol) was added TBTU (0.259 g, 0.81 mmol) in small portions. The solution was stirred at room temperature for 18 h. Then water (8 ml) was added and the mixture was extracted 3 times with EA. The combined organic phases were washed with 1 N hydrochloric acid, water, a saturated solution of sodium hydrogencarbonate and brine, dried over sodium s... Starting materials: NC(CO)(C)C (2-amino-2-methyl 1-propanol), ClC1=CC(=C(C(=O)Cl)C=C1)OC (4-Chloro-2-methoxybenzoyl chloride). Run in C(Cl)Cl (methylene chloride), C(Cl)Cl (methylene chloride). Conditions: temperature -5 celsius, time 2 hour. Product: ClC1=CC(=C(C=C1)C=1OCC(N1)(C)C)OC (2-(4-Chloro-2-methoxyphenyl)-4,4-dimethyloxazoline). RXN SMILES: [NH2:1][C:2]([CH3:6])([CH3:5])[CH2:3][OH:4].[Cl:7][C:8]1[CH:16]=[CH:15][C:11]([C:12](Cl)=O)=[C:10]([O:17][CH3:18])[CH:9]=1>C(Cl)Cl>[Cl:7][C:8]1[CH:16]=[CH:15][C:11]([C:12]2[O:4][CH2:3][C:2]([CH3:6])([CH3:5])[N:1]=2)=[C:10]([O:17][CH3:18])[CH:9]=1. Procedure: 80 g of 2-amino-2-methyl 1-propanol was dissolved in 350 ml of methylene chloride, and the solution was cooled to -5° C. 4-Chloro-2-methoxybenzoyl chloride was dissolved in 180 ml of methylene chloride and then slowly dropwise added to the cooled solution. After the dropwise addition, the mixture was stirred at room temperature for 2 hr. The reaction mixture was filtered, and the crystal was washed with methylene chloride. Dilute hydrochloric acid was added to the filtrate and then subjected to ... The reactants are [Li+].CC(C)[N-]C(C)C (LDA), C(CCO)O (1,3-propanediol), C(C)(C)NC(C)C (diisopropylamine), [Li]CCCC (n-BuLi), CCCCCC (hexane), [Li+].CC(C)[N-]C(C)C (LDA), COB(OC)OC (trimethylborate), C(CCCCC)C1=CSC=C1 (3-hexylthiophene). The solvent is C(C)OCC (diethyl ether), C(C)OCC (diethyl ether). Reaction conditions: time 30 minute. Product: C(CCCCC)C=1C=C(SC1)B1OCCCO1 (2-(4-Hexyl-thiophen-2-yl)-[1,3,2]dioxaborinane). Reaction SMILES: C(N[CH:5]([CH3:7])[CH3:6])(C)C.[Li]CCCC.CCCCCC.[Li+].CC([N-]C(C)C)C.[CH2:27]([C:33]1[CH:37]=[CH:36][S:35][CH:34]=1)[CH2:28][CH2:29][CH2:30][CH2:31][CH3:32].C[O:39][B:40](OC)[O:41]C.C(O)CCO>C(OCC)C>[CH2:27]([C:33]1[CH:37]=[C:36]([B:40]2[O:41][CH2:6][CH2:5][CH2:7][O:39]2)[S:35][CH:34]=1)[CH2:28][CH2:29][CH2:30][CH2:31][CH3:32] |f:3.4|. Procedure details: To a solution of diisopropylamine (9.0 ml, 64.21 mmol) in 100 ml of anhydrous diethyl ether was added 2.5 M n-BuLi in hexane (20.5 ml, 51.2 mmol) at room temperature. After stirring at room temperature for 30 min, the resulting LDA solution was cooled to −76° C. A solution of 3-hexylthiophene (8.617 g, 51.2 mmol) in 100 ml of diethyl ether was cooled to −76° C. and added to the above LDA solution. The temperature was allowed to rise slowly to −40° C., whereupon it was stirred for 1 h. The soluti... Starting materials: CON(C)C(=O)c1n[nH]c2ccccc12, ClCCl, O=C(Oc1cccc(I)c1OC(=O)C(F)(F)F)C(F)(F)F, I, [Na+], O=S([O-])O. The product is CON(C)C(=O)c1n[nH]c2ccc(I)cc12. As a reaction SMILES: [CH3:1][O:2][N:3]([C:4](=[O:5])[c:6]1[n:7][nH:8][c:9]2[cH:10][cH:11][cH:12][cH:13][c:14]12)[CH3:15].[Cl:43][CH2:44][Cl:45].[F:16][C:17]([F:18])([F:19])[C:20]([O:21][c:22]1[c:23]([O:24][C:25](=[O:26])[C:28]([F:29])([F:30])[F:31])[c:32]([I:27])[cH:33][cH:34][cH:35]1)=[O:36].[I:37].[Na+:42].[S:38](=[O:39])([OH:40])[O-:41]>>[CH3:1][O:2][N:3]([C:4](=[O:5])[c:6]1[n:7][nH:8][c:9]2[cH:10][cH:11][c:12]([I:27])[cH:13][c:14]12)[CH3:15]. Reactants: C([O-])([O-])=O.[Na+].[Na+] (sodium carbonate), aqueous solution, IC1=CC=C(CN2C(OC3(C2)CCCCC3)=O)C=C1 (3-(4-Iodo-benzyl)-1-oxa-3-aza-spiro[4.5]decan-2-one), C(C1=CC=CC=C1)N1CC(OCC1)B(O)O (benzylmopholine-2-boronic acid). The reagents and catalysts are C=1C=CC(=CC1)[P](C=2C=CC=CC2)(C=3C=CC=CC3)[Pd]([P](C=4C=CC=CC4)(C=5C=CC=CC5)C=6C=CC=CC6)([P](C=7C=CC=CC7)(C=8C=CC=CC8)C=9C=CC=CC9)[P](C=1C=CC=CC1)(C=1C=CC=CC1)C=1C=CC=CC1 (Tetrakis(triphenylphosphine)palladium). Solvent: COCCOC (ethylene glycol dimethyl ether), ClCCl (dichloromethane). Yields the product N1(CCOCC1)CC1=C(C=CC=C1)C1=CC=C(C=C1)CN1C(OC2(C1)CCCCC2)=O (3-(2′-Morpholin-4-ylmethyl-biphenyl-4-ylmethyl)-1-oxa-3-aza-spiro[4.5]decan-2-one). Isolated yield 83.5%. RXN SMILES: I[C:2]1[CH:19]=[CH:18][C:5]([CH2:6][N:7]2[CH2:11][C:10]3([CH2:16][CH2:15][CH2:14][CH2:13][CH2:12]3)[O:9][C:8]2=[O:17])=[CH:4][CH:3]=1.[CH2:20]([N:27]1[CH2:32][CH2:31][O:30][CH:29](B(O)O)[CH2:28]1)[C:21]1[CH:26]=[CH:25][CH:24]=[CH:23][CH:22]=1.C(=O)([O-])[O-].[Na+].[Na+]>COCCOC.ClCCl.C1C=CC([P]([Pd]([P](C2C=CC=CC=2)(C2C=CC=CC=2)C2C=CC=CC=2)([P](C2C=CC=CC=2)(C2C=CC=CC=2)C2C=CC=CC=2)[P](C2C=CC=CC=2)(C2C=CC=CC=2)C2C=CC=CC=2)(C2C=CC=CC=2)C2C=CC=CC=2)=CC=1>[N:27]1([CH2:20][C:21]2[CH:22]=[CH:23][CH:24]=[CH:25][C:26]=2[C:2]2[CH:19]=[CH:18][C:5]([CH2:6][N:7]3[CH2:11][C:10]4([CH2:16][CH2:15][CH2:14][CH2:13][CH2:12]4)[O:9][C:8]3=[O:17])=[CH:4][CH:3]=2)[CH2:28][CH2:29][O:30][CH2:31][CH2:32]1 |f:2.3.4,^1:54,56,75,94|. Reported procedure: 3-(4-Iodo-benzyl)-1-oxa-3-aza-spiro[4.5]decan-2-one (55 mg, 0.148 mmol) and benzylmopholine-2-boronic acid (49 mg, 0.222 mmol) were mixed in ethylene glycol dimethyl ether (1 mL) and sodium carbonate (2M) aqueous solution (1 mL). Tetrakis(triphenylphosphine)palladium (Pd(PPh3)4) (17 mg, 0.0148 mmol) was added and the reaction mixture was heated at 100˜110° C. for 1˜1.5 hours. The reaction was diluted with dichloromethane (DCM), washed with water (4 mL) and brine (4 mL). The organic phase was sep... The reactants are [OH-].[Na+] (sodium hydroxide), C(C)OC(=O)C1=CC=C(N\C(\C2=CC=CC=C2)=C\2/C(NC3=CC(=CC=C23)Cl)=O)C=C1 (3-Z-[1-(4-ethoxycarbonyl-anilino)-1-phenyl-methylene]-6-chloro-2-indolinone), Cl (hydrochloric acid). The solvent is C(C)O (ethanol). Run at temperature 80 celsius, time 3 hour. The product is C(=O)(O)C1=CC=C(N\C(\C2=CC=CC=C2)=C\2/C(NC3=CC(=CC=C23)Cl)=O)C=C1 (3-Z-[1-(4-carboxy-anilino)-1-phenyl-methylene]-6-chloro-2-indolinone). RXN SMILES: C([O:3][C:4]([C:6]1[CH:30]=[CH:29][C:9]([NH:10]/[C:11](=[C:18]2\[C:19](=[O:28])[NH:20][C:21]3[C:26]\2=[CH:25][CH:24]=[C:23]([Cl:27])[CH:22]=3)/[C:12]2[CH:17]=[CH:16][CH:15]=[CH:14][CH:13]=2)=[CH:8][CH:7]=1)=[O:5])C.[OH-].[Na+].Cl>C(O)C>[C:4]([C:6]1[CH:30]=[CH:29][C:9]([NH:10]/[C:11](=[C:18]2\[C:19](=[O:28])[NH:20][C:21]3[C:26]\2=[CH:25][CH:24]=[C:23]([Cl:27])[CH:22]=3)/[C:12]2[CH:13]=[CH:14][CH:15]=[CH:16][CH:17]=2)=[CH:8][CH:7]=1)([OH:5])=[O:3] |f:1.2|. Procedure details: 450 mg of 3-Z-[1-(4-ethoxycarbonyl-anilino)-1-phenyl-methylene]-6-chloro-2-indolinone (educt 1.2) are dissolved in 10 ml of ethanol and 2 ml of 1N sodium hydroxide solution are added. The mixture is stirred for 3 hours at 80° C. After cooling, 2 ml of 1N hydrochloric acid are added and the mixture is stirred for half an hour at ambient temperature. The precipitate formed is suction filtered and washed with ethanol and diethyl ether. The reactants are CC1=NNC(=C1[N+](=O)[O-])C(=O)O (3-methyl-4-nitropyrazole-5-carboxylic acid), S(O)(O)(=O)=O (sulphuric acid), C(C)O (ethanol). The product is CC1=NNC(=C1[N+](=O)[O-])C(=O)OCC (ethyl 3-methyl-4-nitropyrazole-5-carboxylate). RXN SMILES: [CH3:1][C:2]1[C:6]([N+:7]([O-:9])=[O:8])=[C:5]([C:10]([OH:12])=[O:11])[NH:4][N:3]=1.S(=O)(=O)(O)O.[CH2:18](O)[CH3:19]>>[CH3:1][C:2]1[C:6]([N+:7]([O-:9])=[O:8])=[C:5]([C:10]([O:12][CH2:18][CH3:19])=[O:11])[NH:4][N:3]=1. Procedure details: Esterification of 3-methyl-4-nitropyrazole-5-carboxylic acid was previously reported using ethanol and sulphuric acid at elevated temperatures. Attempts to repeat this procedure resulted in concomitant alkylation of the pyrazole nucleus. However, it was found that the desired ester could be obtained if this reaction was run at room temperature. Reactants: [Br-], COc1ccc(CBr)c2c1OC(C)(C)O2, CC#N, Cc1ccccc1, C[Si](C)(C)Cl, C[SiH](C)O[SiH](C)C, [Li+], N#C[Na], CN(C)C=O, O. As a reaction SMILES: [Br-:2].[Br:15][CH2:16][c:17]1[cH:18][cH:19][c:20]([O:28][CH3:29])[c:21]2[c:22]1[O:23][C:24]([CH3:26])([CH3:27])[O:25]2.[CH3:33][C:34]#[N:35].[CH3:36][c:37]1[cH:38][cH:39][cH:40][cH:41][cH:42]1.[CH3:3][Si:4]([Cl:5])([CH3:6])[CH3:7].[CH3:8][SiH:9]([CH3:10])[O:11][SiH:12]([CH3:13])[CH3:14].[Li+:1].[Na:30][C:31]#[N:32].[O:43]=[CH:44][N:45]([CH3:46])[CH3:47].[OH2:48]>>[CH2:16]([c:17]1[cH:18][cH:19][c:20]([O:28][CH3:29])[c:21]2[c:22]1[O:23][C:24]([CH3:26])([CH3:27])[O:25]2)[C:31]#[N:32]. Product: COc1ccc(CC#N)c2c1OC(C)(C)O2.